From a dataset of the Open Reaction Database (ORD), a public repository of structured organic reaction records. describe an organic reaction: reactants, conditions, products, and yield The reactants are S(=O)(Cl)Cl (Thionyl chloride), FC1=C(C=CC=C1)C(C)O (1-(2-fluorophenyl)ethanol). Solvent: C(Cl)(Cl)Cl (chloroform). Product: FC1=C(C=CC=C1)C(C)Cl (1-(2-fluorophenyl)ethyl chloride). As a reaction SMILES: S(Cl)([Cl:3])=O.[F:5][C:6]1[CH:11]=[CH:10][CH:9]=[CH:8][C:7]=1[CH:12](O)[CH3:13]>C(Cl)(Cl)Cl>[F:5][C:6]1[CH:11]=[CH:10][CH:9]=[CH:8][C:7]=1[CH:12]([Cl:3])[CH3:13]. Reported procedure: Thionyl chloride (100 ml.) was added to a solution of 1-(2-fluorophenyl)ethanol [described by McCall, J.A.C.S. 74, 4809 (1952)] (105 g.) in dry chloroform (200 ml.). After the vigorous initial reaction had subsided, the solution was heated at reflux on a steam bath for 30 minutes. The excess of thionyl chloride was removed by repeated co-distillation with dry toluene and the residue was diluted with diethyl ether, washed with water (2 × 100 ml.), dried over sodium sulphate, filtered and evaporat... The reactants are S(=O)(Cl)Cl (thionyl chloride), Cl.CC1CCN(CC1)C1=CC=NC=C1 (4-(4-methyl-1-piperidinyl)pyridine hydrochloride), 4-N,N'-disubstituted aminopyridine, CC1CCN(CC1)C1=CC=NC=C1 (4-(4-methyl-1-piperidinyl)pyridine). Reagents/catalysts: CN(C1=CC=NC=C1)C (4-dimethylaminopyridine). Product: Cl.CN(C1=CC=NC=C1)C (4-dimethylaminopyridine hydrochloride). RXN SMILES: S(Cl)([Cl:3])=O.CC1C[CH2:10][N:9]([C:12]2[CH:17]=[CH:16][N:15]=[CH:14][CH:13]=2)[CH2:8]C1.Cl.CC1CCN(C2C=CN=CC=2)CC1>CN(C)C1C=CN=CC=1>[ClH:3].[CH3:8][N:9]([CH3:10])[C:12]1[CH:17]=[CH:16][N:15]=[CH:14][CH:13]=1 |f:2.3,5.6|. Reported procedure: A process for the preparation of the compound of Formula I ##STR10## which comprises Step (a) treating the compound of Formula Va ##STR11## with thionyl chloride in the presence of a 4-N,N'-disubstituted aminopyridine selected from the group consisting of 4-(4-methyl-1-piperidinyl)pyridine; 4-(4-methyl-1-piperidinyl)pyridine hydrochloride; 4-dimethylaminopyridine; and 4-dimethylaminopyridine hydrochloride and a solvent to afford the compound of Formula IVa; ##STR12## Step (b) treating the compou... The reactants are C(C)C1=CC=C(C=C1)C1CNCC(C1)OC (3-(4-ethylphenyl)-5-methoxypiperidine), N1(CCOCC1)C(=O)Cl (morpholine-4-carbonyl chloride). The product is C(C)C1=CC=C(C=C1)C1CN(CC(C1)OC)C(=O)N1CCOCC1 (4-{[3-(4-Ethylphenyl)-5-methoxypiperidin-1-yl]carbonyl}morpholine). RXN SMILES: [CH2:1]([C:3]1[CH:8]=[CH:7][C:6]([CH:9]2[CH2:14][CH:13]([O:15][CH3:16])[CH2:12][NH:11][CH2:10]2)=[CH:5][CH:4]=1)[CH3:2].[N:17]1([C:23](Cl)=[O:24])[CH2:22][CH2:21][O:20][CH2:19][CH2:18]1>>[CH2:1]([C:3]1[CH:4]=[CH:5][C:6]([CH:9]2[CH2:14][CH:13]([O:15][CH3:16])[CH2:12][N:11]([C:23]([N:17]3[CH2:22][CH2:21][O:20][CH2:19][CH2:18]3)=[O:24])[CH2:10]2)=[CH:7][CH:8]=1)[CH3:2]. Reported procedure: 880 mg (4.0 mmol) of 3-(4-ethylphenyl)-5-methoxypiperidine and 780 mg (5.2 mmol, 1.3 eq.) of morpholine-4-carbonyl chloride were reacted according to General Method 3A. Yield: 896 mg (58% of theory) Starting materials: stainless steel, S (hydrogen sulfide), S (hydrogen sulfide), C1(=CC=CC=C1)C(C(CC(=O)C1=CC=C(C=C1)C)C1=CC=CC=C1)=O (1,2-diphenyl-4-p-tolylbutane-1,4-dione), P12(=S)SP3(=S)SP(=S)(S1)SP(=S)(S2)S3 (phosphorus pentasulfide), [OH-].[Na+] (sodium hydroxide). The solvent is C=1(C(=CC=CC1)C)C (xylene), C(C)O (ethanol). Product: C1(=CC=CC=C1)C=1SC(=CC1C1=CC=CC=C1)C1=CC=C(C=C1)C (2,3-diphenyl-5-p-tolylthiophene). Isolated yield 107.4%. RXN SMILES: [C:1]1([C:7](=O)[CH:8]([C:19]2[CH:24]=[CH:23][CH:22]=[CH:21][CH:20]=2)[CH2:9][C:10]([C:12]2[CH:17]=[CH:16][C:15]([CH3:18])=[CH:14][CH:13]=2)=O)[CH:6]=[CH:5][CH:4]=[CH:3][CH:2]=1.P12(SP3(SP(SP(S3)(S1)=S)(=S)S2)=S)=[S:27].S.[OH-].[Na+]>C(O)C.C1(C)C(C)=CC=CC=1>[C:1]1([C:7]2[S:27][C:10]([C:12]3[CH:17]=[CH:16][C:15]([CH3:18])=[CH:14][CH:13]=3)=[CH:9][C:8]=2[C:19]2[CH:24]=[CH:23][CH:22]=[CH:21][CH:20]=2)[CH:6]=[CH:5][CH:4]=[CH:3][CH:2]=1 |f:3.4|. Procedure details: In a 1-liter stainless steel autoclave equipped with stirrer were placed 71 g (0.217 mole) of 1,2-diphenyl-4-p-tolylbutane-1,4-dione, 100 ml of xylene, and 45 g (0.101 mole) of phosphorus pentasulfide. The autoclave was sealed, chilled in a Dry Ice-acetone bath, and charged with 120 g (3.52 moles) of hydrogen sulfide. The autoclave was then heated at 160°-190° C. (920-1130 psig) for 225 minutes. The autoclave was cooled to room temperature and the hydrogen sulfide vented into an aqueous sodium h... Reactants: COC(=O)c1cc(Cl)ccc1N1CCN(C(=O)OC(C)(C)C)CC1, ClCCl, O=C(O)C(F)(F)F. Yields the product COC(=O)c1cc(Cl)ccc1N1CCNCC1. RXN SMILES: [C:1]([O:2][C:3](=[O:4])[N:8]1[CH2:9][CH2:10][N:11]([c:14]2[c:15]([C:21](=[O:22])[O:23][CH3:24])[cH:16][c:17]([Cl:20])[cH:18][cH:19]2)[CH2:12][CH2:13]1)([CH3:5])([CH3:6])[CH3:7].[Cl:32][CH2:33][Cl:34].[OH:25][C:26]([C:27]([F:28])([F:29])[F:30])=[O:31]>>[NH:8]1[CH2:9][CH2:10][N:11]([c:14]2[c:15]([C:21](=[O:22])[O:23][CH3:24])[cH:16][c:17]([Cl:20])[cH:18][cH:19]2)[CH2:12][CH2:13]1.